Dataset: the Open Reaction Database (ORD), a public repository of structured organic reaction records. Task: describe an organic reaction: reactants, conditions, products, and yield Reactants: CCc1cc(CC)cc(CC)c1, COCCl, CC(=O)O, O. The product is CCc1cc(CC)c(CCl)c(CC)c1. As a reaction SMILES: [CH2:1]([CH3:2])[c:3]1[cH:4][c:5]([CH2:11][CH3:12])[cH:6][c:7]([CH2:9][CH3:10])[cH:8]1.[CH3:13][O:14][CH2:15][Cl:16].[CH3:17][C:18](=[O:19])[OH:20].[OH2:21]>>[CH2:1]([CH3:2])[c:3]1[c:4]([CH2:15][Cl:16])[c:5]([CH2:11][CH3:12])[cH:6][c:7]([CH2:9][CH3:10])[cH:8]1. The reactants are Mannich base, OC1=C(C=C(C=C1)C(C)(C)CC(C)(C)C)N1N=C2C(=N1)C=CC=C2 (2-(2-Hydroxy-5-tert-octylphenyl)-2H-benzotriazole), C(C)NCC (diethylamine), C=O (paraformaldehyde), C1(=CC=CC=C1)C (toluene). Solvent: C(CCC)O (n-butanol). The product is OC1=C(C=C(C=C1CN(CC)CC)C(C)(C)CC(C)(C)C)N1N=C2C(=N1)C=CC=C2 (2-(2-Hydroxy-3-diethylaminomethyl-5-tert-octylphenyl)-2H-benzotriazole). RXN SMILES: [OH:1][C:2]1[CH:7]=[CH:6][C:5]([C:8]([CH2:11][C:12]([CH3:15])([CH3:14])[CH3:13])([CH3:10])[CH3:9])=[CH:4][C:3]=1[N:16]1[N:20]=[C:19]2[CH:21]=[CH:22][CH:23]=[CH:24][C:18]2=[N:17]1.[CH2:25]([NH:27][CH2:28][CH3:29])[CH3:26].C=O.[C:32]1(C)C=CC=CC=1>C(O)CCC>[OH:1][C:2]1[C:7]([CH2:32][N:27]([CH2:28][CH3:29])[CH2:25][CH3:26])=[CH:6][C:5]([C:8]([CH2:11][C:12]([CH3:13])([CH3:14])[CH3:15])([CH3:9])[CH3:10])=[CH:4][C:3]=1[N:16]1[N:20]=[C:19]2[CH:21]=[CH:22][CH:23]=[CH:24][C:18]2=[N:17]1. Reported procedure: 2-(2-Hydroxy-5-tert-octylphenyl)-2H-benzotriazole (70.0 g, 0.22 mol), diethylamine (24.3 g, 0.33 tool) and paraformaldehyde (11.2 g) are dissolved in 55 mL of n-butanol. The mixture is heated with agitation at reflux (95° to 100° C.) for 50 hours. The solvent is then removed by vacuum distillation to give an off-white solid as product in high yield (>99%). This Mannich base is identified as the above-named compound by thin layer chromatography using toluene as the mobile phase. The reactants are CC(C)[Si](Oc1ccc2c(c1)S(=O)(=O)N=C(c1c(O)c3sccc3n(Cc3cnc(Cl)s3)c1=O)N2)(C(C)C)C(C)C, Cl, C1CCOC1, O. Product: O=c1c(C2=NS(=O)(=O)c3cc(O)ccc3N2)c(O)c2sccc2n1Cc1cnc(Cl)s1. Reaction SMILES: [Cl:1][c:2]1[s:3][c:4]([CH2:7][n:8]2[c:9]3[c:10]([c:11]([OH:38])[c:12]([C:15]4=[N:16][S:17](=[O:36])(=[O:37])[c:18]5[c:19]([cH:21][cH:22][c:23]([O:25][Si:26]([CH:27]([CH3:28])[CH3:29])([CH:30]([CH3:31])[CH3:32])[CH:33]([CH3:34])[CH3:35])[cH:24]5)[NH:20]4)[c:13]2=[O:14])[s:39][cH:40][cH:41]3)[cH:5][n:6]1.[ClH:42].[O:43]1[CH2:44][CH2:45][CH2:46][CH2:47]1.[OH2:48]>>[Cl:1][c:2]1[s:3][c:4]([CH2:7][n:8]2[c:9]3[c:10]([c:11]([OH:38])[c:12]([C:15]4=[N:16][S:17](=[O:36])(=[O:37])[c:18]5[c:19]([cH:21][cH:22][c:23]([OH:25])[cH:24]5)[NH:20]4)[c:13]2=[O:14])[s:39][cH:40][cH:41]3)[cH:5][n:6]1. Starting materials: COC(=O)C(CC(C)C)NC(=O)CCc1ccc(O)c(O)c1, Cl, [Li+], C1CCOC1, [OH-]. Yields the product CC(C)CC(NC(=O)CCc1ccc(O)c(O)c1)C(=O)O. As a reaction SMILES: [CH3:1][O:2][C:3]([CH:4]([CH2:5][CH:6]([CH3:7])[CH3:8])[NH:9][C:10]([CH2:11][CH2:12][c:13]1[cH:14][c:15]([OH:20])[c:16]([OH:19])[cH:17][cH:18]1)=[O:21])=[O:22].[ClH:25].[Li+:23].[O:26]1[CH2:27][CH2:28][CH2:29][CH2:30]1.[OH-:24]>>[O:2]=[C:3]([CH:4]([CH2:5][CH:6]([CH3:7])[CH3:8])[NH:9][C:10]([CH2:11][CH2:12][c:13]1[cH:14][c:15]([OH:20])[c:16]([OH:19])[cH:17][cH:18]1)=[O:21])[OH:22]. The reactants are O=C([O-])[O-], CN1CCCC1=O, Cc1cn(N)c2ccccc12, Clc1cc(Cl)ncn1, [Na+], [Na+], O. Product: Cc1cn(Nc2cc(Cl)ncn2)c2ccccc12. RXN SMILES: [C:27](=[O:28])([O-:29])[O-:30].[CH3:1][N:2]1[CH2:3][CH2:4][CH2:5][C:6]1=[O:7].[CH3:8][c:9]1[cH:10][n:11]([NH2:18])[c:12]2[cH:13][cH:14][cH:15][cH:16][c:17]12.[Cl:19][c:20]1[n:21][cH:22][n:23][c:24]([Cl:26])[cH:25]1.[Na+:31].[Na+:32].[OH2:33]>>[CH3:8][c:9]1[cH:10][n:11]([NH:18][c:24]2[n:23][cH:22][n:21][c:20]([Cl:19])[cH:25]2)[c:12]2[cH:13][cH:14][cH:15][cH:16][c:17]12. Reactants: C(C1=CC=CC=C1)OC1=C2CCCC(C2=CC=C1)C(=O)N(CC=1C=NNC1)C1=CC=C(C=C1)OC (5-benzyloxy-N-(4-methoxyphenyl)-N-[(pyrazol-4-yl)methyl]-1,2,3,4-tetrahydronaphthalene-1-carboxamide), C(C)I (ethyl iodide). Product: C(C1=CC=CC=C1)OC1=C2CCCC(C2=CC=C1)C(=O)N(C1=CC=C(C=C1)OC)CC=1C=NN(C1)CC (5-benzyloxy-N-[(1-ethylpyrazol-4-yl)methyl]-N-(4-methoxyphenyl)-1,2,3,4-tetrahydronaphthalene-1-carboxamide). RXN SMILES: [CH2:1]([O:8][C:9]1[CH:18]=[CH:17][CH:16]=[C:15]2[C:10]=1[CH2:11][CH2:12][CH2:13][CH:14]2[C:19]([N:21]([C:28]1[CH:33]=[CH:32][C:31]([O:34][CH3:35])=[CH:30][CH:29]=1)[CH2:22][C:23]1[CH:24]=[N:25][NH:26][CH:27]=1)=[O:20])[C:2]1[CH:7]=[CH:6][CH:5]=[CH:4][CH:3]=1.[CH2:36](I)[CH3:37]>>[CH2:1]([O:8][C:9]1[CH:18]=[CH:17][CH:16]=[C:15]2[C:10]=1[CH2:11][CH2:12][CH2:13][CH:14]2[C:19]([N:21]([CH2:22][C:23]1[CH:27]=[N:26][N:25]([CH2:36][CH3:37])[CH:24]=1)[C:28]1[CH:33]=[CH:32][C:31]([O:34][CH3:35])=[CH:30][CH:29]=1)=[O:20])[C:2]1[CH:3]=[CH:4][CH:5]=[CH:6][CH:7]=1. Procedure: By the reaction and treatment in the same manner as in example 83 using 5-benzyloxy-N-(4-methoxyphenyl)-N-[(pyrazol-4-yl)methyl]-1,2,3,4-tetrahydronaphthalene-1-carboxamide (0.62 g) and ethyl iodide (0.13 mL) as starting materials, 5-benzyloxy-N-[(1-ethylpyrazol-4-yl)methyl]-N-(4-methoxyphenyl)-1,2,3,4-tetrahydronaphthalene-1-carboxamide (0.55 g) was obtained. By the reaction and treatment of this compound (0.40 g) in the same manner as in Example 133, N-[(1-ethylpyrazol-4-yl)methyl]-5-hydroxy-N... Starting materials: CC(=O)O, O, C(=C1CCC2(CC1)OCCO2)c1ccccc1. Yields the product O=C1CCC(=Cc2ccccc2)CC1. As a reaction SMILES: [CH3:18][C:19](=[O:20])[OH:21].[OH2:22].[c:1]1([CH:7]=[C:8]2[CH2:9][CH2:10][C:11]3([O:12][CH2:15][CH2:14][O:13]3)[CH2:16][CH2:17]2)[cH:2][cH:3][cH:4][cH:5][cH:6]1>>[c:1]1([CH:7]=[C:8]2[CH2:9][CH2:10][C:11](=[O:12])[CH2:16][CH2:17]2)[cH:2][cH:3][cH:4][cH:5][cH:6]1. Reactants: C1(CCCC1)ON=C(C(=O)NC1[C@@H]2N(C(=C(CS2)C[N+]2=CC=CC=C2)C(=O)[O-])C1=O)C1=NC=CC(=N1)NC=O (7-[2-cyclopentyloxyimino-2-(4-formamidopyrimidin-2-yl)acetamido]-3-(1-pyridiniomethyl)-3-cephem-4-carboxylate). The solvent is C([O-])(O)=O.[Na+] (sodium bicarbonate). Run at time 45 minute. Product: C1(CCCC1)ON=C(C(=O)NC1[C@@H]2N(C(=C(CS2)C[N+]2=CC=CC=C2)C(=O)[O-])C1=O)C1=NC=CC(=N1)N (7-[2-cyclopentyloxyimino-2-(4-aminopyrimidin-2-yl)acetamido]-3-(1-pyridiniomethyl)-3-cephem-4-carboxylate). As a reaction SMILES: [CH:1]1([O:6][N:7]=[C:8]([C:31]2[N:36]=[C:35]([NH:37]C=O)[CH:34]=[CH:33][N:32]=2)[C:9]([NH:11][CH:12]2[C:29](=[O:30])[N:14]3[C:15]([C:26]([O-:28])=[O:27])=[C:16]([CH2:19][N+:20]4[CH:25]=[CH:24][CH:23]=[CH:22][CH:21]=4)[CH2:17][S:18][C@H:13]23)=[O:10])[CH2:5][CH2:4][CH2:3][CH2:2]1>C(=O)(O)[O-].[Na+]>[CH:1]1([O:6][N:7]=[C:8]([C:31]2[N:36]=[C:35]([NH2:37])[CH:34]=[CH:33][N:32]=2)[C:9]([NH:11][CH:12]2[C:29](=[O:30])[N:14]3[C:15]([C:26]([O-:28])=[O:27])=[C:16]([CH2:19][N+:20]4[CH:21]=[CH:22][CH:23]=[CH:24][CH:25]=4)[CH2:17][S:18][C@H:13]23)=[O:10])[CH2:5][CH2:4][CH2:3][CH2:2]1 |f:1.2|. Procedure details: This solution was added to the activated acid solution prepared above, and the mixture was stirred at -20° to -12° C. for 45 minutes and at ambient temperature for additional an hour. The reaction mixture was poured into an aqueous solution (100 ml) of sodium bicarbonate (8.47 g). The aqueous layer containing 7-[2-cyclopentyloxyimino-2-(4-formamidopyrimidin-2-yl)acetamido]-3-(1-pyridiniomethyl)-3-cephem-4-carboxylate (syn isomer) was separated out, adjusted to pH 1 with 6 N hydrochloric acid and... The reactants are O=C([O-])[O-], BrCC1CCCO1, CC1(C)OB(c2cn[nH]c2)OC1(C)C, CC#N, CCOC(C)=O, [Cs+], [Cs+]. Yields the product CC1(C)OB(c2cnn(CC3CCCO3)c2)OC1(C)C. As a reaction SMILES: [C:22](=[O:23])([O-:24])[O-:25].[CH2:15]([CH:16]1[CH2:17][CH2:18][CH2:19][O:20]1)[Br:21].[CH3:1][C:2]1([CH3:14])[O:3][B:4]([c:9]2[cH:10][n:11][nH:12][cH:13]2)[O:5][C:6]1([CH3:7])[CH3:8].[CH3:28][C:29]#[N:30].[CH3:31][CH2:32][O:33][C:34](=[O:35])[CH3:36].[Cs+:26].[Cs+:27]>>[CH3:1][C:2]1([CH3:14])[O:3][B:4]([c:9]2[cH:10][n:11][n:12]([CH2:15][CH:16]3[CH2:17][CH2:18][CH2:19][O:20]3)[cH:13]2)[O:5][C:6]1([CH3:7])[CH3:8]. Reactants: Br.C(C)(=O)N1CC(C(CC1)=O)Br (N-acetyl-3-bromo-4piperidone hydrobromide), O (water), [S-]C#N.[NH4+] (Ammonium thiocyanate), O (water), N-acetyl-3-thiocyanate 4-piperidone, Cl (hydrochloric acid), solution. Procedure details: Ammonium thiocyanate (5.54 g, 72.8 mmol) was mixed with water (450 ml) and heated to 80°. A solution of N-acetyl-3-bromo-4piperidone hydrobromide (20.0 g, 66.2 mmol) in water (200 ml) was added dropwise over 3 hours. The reaction was then allowed to stir at 80° for sixteen hours. The reaction solution (containing the crude N-acetyl-3-thiocyanate-4-piperidone) was treated with concentrated hydrochloric acid (6 ml of a 12M solution, 93 mmol) and heated to reflux for 2 hours. The reaction mixture w... Yield: 6.0%. Reaction SMILES: [S-:1][C:2]#[N:3].[NH4+].Br.C([N:9]1[CH2:14][CH2:13][C:12](=O)[CH:11](Br)[CH2:10]1)(=O)C.Cl.[OH2:18]>>[NH:3]1[C:12]2[CH2:13][CH2:14][NH:9][CH2:10][C:11]=2[S:1][C:2]1=[O:18] |f:0.1,2.3|. Product: N1C(SC=2CNCCC21)=O (4,5,6,7-Tetrahydrothiazolo[5,4-c]pyridin-2(1H)-one).